This data is from the Open Reaction Database (ORD), a public repository of structured organic reaction records. The task is: describe an organic reaction: reactants, conditions, products, and yield RXN SMILES: [C:47](=[O:48])([O-:49])[O-:50].[CH3:1][O:2][C:3]([CH:4]([CH2:5][c:6]1[c:7]([CH3:13])[cH:8][c:9]([OH:12])[cH:10][cH:11]1)[O:14][CH2:15][CH3:16])=[O:17].[Cl:18][CH2:19][c:20]1[n:21][c:22](-[c:26]2[c:27]([F:32])[cH:28][cH:29][cH:30][cH:31]2)[o:23][c:24]1[CH3:25].[Cs+:51].[Cs+:52].[F:33][c:34]1[cH:35][cH:36][cH:37][cH:38][c:39]1[CH:40]=[O:41].[I-:54].[K+:53].[P:42]([Cl:43])([Cl:44])([Cl:45])=[O:46]>>[CH3:1][O:2][C:3]([CH:4]([CH2:5][c:6]1[c:7]([CH3:13])[cH:8][c:9]([O:12][CH2:19][c:20]2[n:21][c:22](-[c:26]3[c:27]([F:32])[cH:28][cH:29][cH:30][cH:31]3)[o:23][c:24]2[CH3:25])[cH:10][cH:11]1)[O:14][CH2:15][CH3:16])=[O:17]. Yields the product CCOC(Cc1ccc(OCc2nc(-c3ccccc3F)oc2C)cc1C)C(=O)OC. The reactants are O=C([O-])[O-], CCOC(Cc1ccc(O)cc1C)C(=O)OC, Cc1oc(-c2ccccc2F)nc1CCl, [Cs+], [Cs+], O=Cc1ccccc1F, [I-], [K+], O=P(Cl)(Cl)Cl. Starting materials: IC1CCC2(C(N(C1C2)C(=O)OC(C)(C)C)=O)C (tert-butyl 4-iodo-1-methyl-7-oxo-6-azabicyclo[3.2.1]octane-6-carboxylate), IC1CCC2(C(N(C1C2)C(=O)OC(C)(C)C)=O)C (tert butyl 4-iodo-1-methyl-7-oxo-6-azabicyclo[3.2.1]octane-6-carboxylate), N12CCCCCC2=NCCC1 (1,8-diazabicyclo[5.4.0]undec-7-ene). Solvent: C1(=CC=CC=C1)C (toluene). Run at time 8 hour. Product: IC1=CCC2(C(N(C1C2)C(=O)OC(C)(C)C)=O)C (tert butyl 4-iodo-1-methyl-7-oxo-6-azabicyclo[3.2.1]oct-3-ene-6-carboxylate). As a reaction SMILES: [I:1][CH:2]1[CH:8]2[CH2:9][C:5]([CH3:18])([C:6](=[O:17])[N:7]2[C:10]([O:12][C:13]([CH3:16])([CH3:15])[CH3:14])=[O:11])[CH2:4][CH2:3]1.N12CCCN=C1CCCCC2>C1(C)C=CC=CC=1>[I:1][C:2]1[CH:8]2[CH2:9][C:5]([CH3:18])([C:6](=[O:17])[N:7]2[C:10]([O:12][C:13]([CH3:15])([CH3:14])[CH3:16])=[O:11])[CH2:4][CH:3]=1. Reported procedure: To a solution of tert-butyl 4-iodo-1-methyl-7-oxo-6-azabicyclo[3.2.1]octane-6-carboxylate, 52d, (7.6 g, 20.8 mmol) in 100 mL of toluene was added 1,8-diazabicyclo[5.4.0]undec-7-ene (6.2 mL, 41.6 mmol). The reaction was warmed to reflux and stirred overnight. The reaction was concentrated in vacuo and the resulting residue was purified by silica gel chromatography (4:1 Hexanes:EtOAc), yielding 4.9 g of the desired product, 52e. Starting materials: C(C)(C)(C)OC(N[C@H]1[C@@H](CC2=CC=CC=C12)O)=O (tert-butyl[(1R,2R)-2-hydroxy-2,3-dihydro-1H-inden-1-yl]carbamate), C[Si](N[Si](C)(C)C)(C)C.[K].C1(=CC=CC=C1)C (potassium hexamethyldisilazane toluene), C1CCOC1 (THF), [Cl-].[NH4+] (ammonium chloride), C[Si](N[Si](C)(C)C)(C)C.[K].C1(=CC=CC=C1)C (potassium hexamethyldisilazane toluene), COCCl (chlorodimethyl ether), COCCl (chlorodimethyl ether). The solvent is C(C)(=O)OCC (ethyl acetate). Run at time 30 minute. Yields the product COCO[C@H]1[C@@H](C2=CC=CC=C2C1)N(C(OC(C)(C)C)=O)COC (tert-butyl [(1R,2R)-2-(methoxymethoxy)-2,3-dihydro-1H-inden-1-yl](methoxymethyl)carbamate). Reaction SMILES: [C:1]([O:5][C:6](=[O:18])[NH:7][C@@H:8]1[C:16]2[C:11](=[CH:12][CH:13]=[CH:14][CH:15]=2)[CH2:10][C@H:9]1[OH:17])([CH3:4])([CH3:3])[CH3:2].C[Si](C)(C)N[Si](C)(C)C.[K].C1(C)C=CC=CC=1.[CH3:36][O:37][CH2:38]Cl.[Cl-].[NH4+].C1[CH2:46][O:45][CH2:44]C1>C(OCC)(=O)C>[CH3:36][O:37][CH2:38][O:17][C@@H:9]1[CH2:10][C:11]2[C:16](=[CH:15][CH:14]=[CH:13][CH:12]=2)[C@H:8]1[N:7]([CH2:44][O:45][CH3:46])[C:6](=[O:18])[O:5][C:1]([CH3:4])([CH3:2])[CH3:3] |f:1.2.3,5.6,^1:27|. Procedure: To a solution of 1 g of tert-butyl[(1R,2R)-2-hydroxy-2,3-dihydro-1H-inden-1-yl]carbamate in 10 ml of THF was added 16.9 ml of a 0.5 M potassium hexamethyldisilazane/toluene solution at −78° C., followed by stirring for 30 minutes. 0.92 ml of chlorodimethyl ether was added thereto at −78° C., followed by warming to room temperature for 3 hours. 4 ml of a 0.5 M potassium hexamethyldisilazane/toluene solution and 0.31 ml of chlorodimethyl ether were added thereto at −78° C., followed by stirring at... The reactants are C(CCC)[Li] (n-butyllithium), C(C)(C)(C)N (t-Butylamine), BrC1=CC=CC=C1 (bromobenzene). Run in C1CCOC1 (THF). Reaction conditions: time 30 minute. The product is C1(=CC=CC=C1)NC(C)(C)C (N-phenyl-t-butylamine). Isolated yield 50.0%. Reaction SMILES: [C:1]([NH2:5])([CH3:4])([CH3:3])[CH3:2].C([Li])CCC.Br[C:12]1[CH:17]=[CH:16][CH:15]=[CH:14][CH:13]=1>C1COCC1>[C:12]1([NH:5][C:1]([CH3:4])([CH3:3])[CH3:2])[CH:17]=[CH:16][CH:15]=[CH:14][CH:13]=1. Procedure details: t-Butylamine (2.0 eq.) was stirred in dry THF at r.t. and n-butyllithium (1.2 eq.) was added slowly. The resulting mixture was stirred for 30 min. and then bromobenzene (1.0 eq.) added, refluxed for 4 hr. After work-up, it was purified and separated by a column(silica) to elute with hexane and ethyl acetate (9:1). Yield 50%. Starting materials: CCO, COc1ccc2c(c(C=O)cn2C)c1[N+](=O)[O-], Cl, [Sn]. Yields the product COc1ccc2c(c(C=O)cn2C)c1N. RXN SMILES: [CH3:20][CH2:21][OH:22].[CH3:2][O:3][c:4]1[c:5]([N+:16]([O-:17])=[O:18])[c:6]2[c:7]([CH:14]=[O:15])[cH:8][n:9]([CH3:13])[c:10]2[cH:11][cH:12]1.[ClH:19].[Sn:1]>>[CH3:2][O:3][c:4]1[c:5]([NH2:16])[c:6]2[c:7]([CH:14]=[O:15])[cH:8][n:9]([CH3:13])[c:10]2[cH:11][cH:12]1.